From a dataset of the Open Reaction Database (ORD), a public repository of structured organic reaction records. describe an organic reaction: reactants, conditions, products, and yield Reactants: O=C([O-])O, CCOC(C)=O, CC(C)(C)OC(=O)N1CCC(C(=O)Nc2cc(Oc3ccc4c(ccn4C(=O)NCCF)c3)ccn2)CC1, [Na+], O, O=C(O)C(F)(F)F. Product: O=C(Nc1cc(Oc2ccc3c(ccn3C(=O)NCCF)c2)ccn1)C1CCNCC1. RXN SMILES: [C:46](=[O:47])([OH:48])[O-:49].[CH3:39][CH2:40][O:41][C:42](=[O:43])[CH3:44].[F:1][CH2:2][CH2:3][NH:4][C:5](=[O:6])[n:7]1[cH:8][cH:9][c:10]2[cH:11][c:12]([O:16][c:17]3[cH:18][c:19]([NH:23][C:24](=[O:25])[CH:26]4[CH2:27][CH2:28][N:29]([C:32]([O:33][C:34]([CH3:35])([CH3:36])[CH3:37])=[O:38])[CH2:30][CH2:31]4)[n:20][cH:21][cH:22]3)[cH:13][cH:14][c:15]12.[Na+:50].[OH2:45].[OH:51][C:52]([C:53]([F:54])([F:55])[F:56])=[O:57]>>[F:1][CH2:2][CH2:3][NH:4][C:5](=[O:6])[n:7]1[cH:8][cH:9][c:10]2[cH:11][c:12]([O:16][c:17]3[cH:18][c:19]([NH:23][C:24](=[O:25])[CH:26]4[CH2:27][CH2:28][NH:29][CH2:30][CH2:31]4)[n:20][cH:21][cH:22]3)[cH:13][cH:14][c:15]12.